From a dataset of the Open Reaction Database (ORD), a public repository of structured organic reaction records. describe an organic reaction: reactants, conditions, products, and yield The reactants are COC(=O)C=1C(SC2=CC=C(C=C2C1O)Br)=O (6-bromo-4-hydroxy-2-oxo-2H-thiochromene-3-carboxylic acid methyl ester), COC1=C(C=CC=C1)B(O)O (2-methoxy-phenylboronic acid). Yields the product COC(=O)C=1C(SC2=CC=C(C=C2C1O)C1=C(C=CC=C1)OC)=O (4-Hydroxy-6-(2-methoxy-phenyl)-2-oxo-2H-thiochromene-3-carboxylic acid methyl ester). As a reaction SMILES: [CH3:1][O:2][C:3]([C:5]1[C:6](=[O:17])[S:7][C:8]2[C:13]([C:14]=1[OH:15])=[CH:12][C:11](Br)=[CH:10][CH:9]=2)=[O:4].[CH3:18][O:19][C:20]1[CH:25]=[CH:24][CH:23]=[CH:22][C:21]=1B(O)O>>[CH3:1][O:2][C:3]([C:5]1[C:6](=[O:17])[S:7][C:8]2[C:13]([C:14]=1[OH:15])=[CH:12][C:11]([C:21]1[CH:22]=[CH:23][CH:24]=[CH:25][C:20]=1[O:19][CH3:18])=[CH:10][CH:9]=2)=[O:4]. Reported procedure: 4-Hydroxy-6-(2-methoxy-phenyl)-2-oxo-2H-thiochromene-3-carboxylic acid methyl ester was prepared from 6-bromo-4-hydroxy-2-oxo-2H-thiochromene-3-carboxylic acid methyl ester under conditions analogous to Example 7(a) using 2-methoxy-phenylboronic acid. 1H NMR (200 MHz, CDCl3): 6 (ppm)=8.481 (s, 1H), 7.803 (d, 1H), 7.627-7.789 (m, 1H), 7.42-6.92 (m, 4H), 4.022 (s, 3H), 3.82 (s, 3H).